This data is from the Open Reaction Database (ORD), a public repository of structured organic reaction records. The task is: describe an organic reaction: reactants, conditions, products, and yield The reactants are O(C1=CC=CC=C1)C=1C=C(CO)C=CC1 (3-phenoxybenzyl alcohol), ClC1=CC=C(C=C1)C(C(OC)=N)C(C)C (methyl 2-(4-chlorophenyl)-3-methylbutanimidate). Yields the product ClC1=CC=C(C=C1)C(C(OCC1=CC(=CC=C1)OC1=CC=CC=C1)=N)C(C)C (3-phenoxybenzyl 2-(4-chlorophenyl)-3-methylbutanimidate). Reaction SMILES: [O:1]([C:8]1[CH:9]=[C:10]([CH:13]=[CH:14][CH:15]=1)[CH2:11][OH:12])[C:2]1[CH:7]=[CH:6][CH:5]=[CH:4][CH:3]=1.[Cl:16][C:17]1[CH:22]=[CH:21][C:20]([CH:23]([CH:28]([CH3:30])[CH3:29])[C:24](=[NH:27])OC)=[CH:19][CH:18]=1>>[Cl:16][C:17]1[CH:18]=[CH:19][C:20]([CH:23]([CH:28]([CH3:30])[CH3:29])[C:24](=[NH:27])[O:12][CH2:11][C:10]2[CH:13]=[CH:14][CH:15]=[C:8]([O:1][C:2]3[CH:3]=[CH:4][CH:5]=[CH:6][CH:7]=3)[CH:9]=2)=[CH:21][CH:22]=1. Procedure details: Following the procedure of Example 6B, 3-phenoxybenzyl alcohol and methyl 2-(4-chlorophenyl)-3-methylbutanimidate are reacted to yield 3-phenoxybenzyl 2-(4-chlorophenyl)-3-methylbutanimidate. The reactants are C1(=CC=C(C=C1)S(=O)(=O)O)C (p-toluene sulfonic acid), O (H2O), FC1=CC=C(C=C1)C(CCC1CCN(CC1)C(=O)OCC1=CC=CC=C1)=O (4-(3-(4-fluorophenyl)-3-oxo-propyl)-1-(benzyloxycarbonyl) piperidine), C(CO)O (ethylene glycol), C1(=CC=C(C=C1)S(=O)(=O)O)C (p-toluene sulfonic acid). The solvent is C1(=CC=CC=C1)C (toluene). Run at time 1 hour. Yields the product hexanes ether, FC1=CC=C(C=C1)C1(CCC2CCN(CC2)C(=O)OCC2=CC=CC=C2)OCCO1 (4-(3-(4-Fluorophenyl)-3,3-(ethylenedioxy)propyl)-1-(benzyloxycarbonyl) piperidine). Isolated yield 84.0%. RXN SMILES: [F:1][C:2]1[CH:7]=[CH:6][C:5]([C:8](=[O:27])[CH2:9][CH2:10][CH:11]2[CH2:16][CH2:15][N:14]([C:17]([O:19][CH2:20][C:21]3[CH:26]=[CH:25][CH:24]=[CH:23][CH:22]=3)=[O:18])[CH2:13][CH2:12]2)=[CH:4][CH:3]=1.[CH2:28](O)[CH2:29][OH:30].C1(C)C=CC(S(O)(=O)=O)=CC=1.O>C1(C)C=CC=CC=1>[F:1][C:2]1[CH:3]=[CH:4][C:5]([C:8]2([O:30][CH2:29][CH2:28][O:27]2)[CH2:9][CH2:10][CH:11]2[CH2:16][CH2:15][N:14]([C:17]([O:19][CH2:20][C:21]3[CH:22]=[CH:23][CH:24]=[CH:25][CH:26]=3)=[O:18])[CH2:13][CH2:12]2)=[CH:6][CH:7]=1. Procedure details: A solution of 71 mg (0.19 mmol) of 4-(3-(4-fluorophenyl)-3-oxo-propyl)-1-(benzyloxycarbonyl) piperidine (from EXAMPLE 189, Step B), 0.05 mL (0.9 mmol) of ethylene glycol and 5 mg (0.26 mmol) of p-toluene sulfonic acid x H2O in 3 mL of toluene was heated at 80° C. After 1 h, and additional 5 mg of p-toluene sulfonic acid×H2O was added and the resulting mixture was heated at reflux. After 2 h, the mixture was cooled and partitioned between 30 mL of ether and 10 mL of 1.0 N NaOH. The organic layer ... Starting materials: CCO, Cc1nn(C)c(Cl)c1C(=O)c1c(Cl)cccc1Cl, [K+], [OH-], O. Product: Cc1nn(C)c(O)c1C(=O)c1c(Cl)cccc1Cl. Reaction SMILES: [CH3:22][CH2:23][OH:24].[Cl:4][c:5]1[c:6]([C:12]([c:13]2[c:14]([Cl:20])[cH:15][cH:16][cH:17][c:18]2[Cl:19])=[O:21])[c:7]([CH3:11])[n:8][n:9]1[CH3:10].[K+:3].[OH-:2].[OH2:1]>>[OH:1][c:5]1[c:6]([C:12]([c:13]2[c:14]([Cl:20])[cH:15][cH:16][cH:17][c:18]2[Cl:19])=[O:21])[c:7]([CH3:11])[n:8][n:9]1[CH3:10]. Reactants: CCN(CC)CCS(=O)(=O)c1ccc(NC(C)=O)cc1, CCO, Cl. Product: CCN(CC)CCS(=O)(=O)c1ccc(N)cc1. RXN SMILES: [C:1](=[O:2])([CH3:3])[NH:4][c:5]1[cH:6][cH:7][c:8]([S:11](=[O:12])(=[O:13])[CH2:14][CH2:15][N:16]([CH2:17][CH3:18])[CH2:19][CH3:20])[cH:9][cH:10]1.[CH3:22][CH2:23][OH:24].[ClH:21]>>[NH2:4][c:5]1[cH:6][cH:7][c:8]([S:11](=[O:12])(=[O:13])[CH2:14][CH2:15][N:16]([CH2:17][CH3:18])[CH2:19][CH3:20])[cH:9][cH:10]1. The reactants are C(CCC(=O)O)(=O)O.FC=1C=CC2=C(N=C(C3=C(N2)C=CC(=C3)C(F)(F)F)N3C[C@@H](N(CC3)C)CCOC)C1 ((S)-8-fluoro-2-trifluoromethyl-11-[3-(2-methoxy-ethyl)-4-methyl-piperazin-1-yl]-5H-dibenzo[b,e][1,4]diazepine succinate), ClC=1C=CC2=C(N=C(C3=C(N2)C=CC(=C3)C(F)(F)F)N3C[C@@H](NCC3)CCOC)C1 ((S)-8-chloro-2-trifluoromethyl-11-[3-(2-methoxy-ethyl)-piperazin-1-yl]-5H-dibenzo[b,e][1,4]diazepine). Yields the product C(CCC(=O)O)(=O)O.ClC=1C=CC2=C(N=C(C3=C(N2)C=CC(=C3)C(F)(F)F)N3C[C@@H](N(CC3)C)CCOC)C1 ((S)-8-Chloro-2-trifluoromethyl-11-[3-(2-methoxy-ethyl)-4-methyl-piperazin-1-yl]-5H-dibenzo[b,e][1,4]diazepine succinate). Yield: 100.0%. RXN SMILES: [C:1]([OH:8])(=[O:7])[CH2:2][CH2:3][C:4]([OH:6])=[O:5].F[C:10]1[CH:11]=[CH:12][C:13]2[NH:19][C:18]3[CH:20]=[CH:21][C:22]([C:24]([F:27])([F:26])[F:25])=[CH:23][C:17]=3[C:16]([N:28]3[CH2:33][CH2:32][N:31]([CH3:34])[C@@H:30]([CH2:35][CH2:36][O:37][CH3:38])[CH2:29]3)=[N:15][C:14]=2[CH:39]=1.[Cl:40]C1C=CC2NC3C=CC(C(F)(F)F)=CC=3C(N3CCN[C@@H](CCOC)C3)=NC=2C=1>>[C:1]([OH:8])(=[O:7])[CH2:2][CH2:3][C:4]([OH:6])=[O:5].[Cl:40][C:10]1[CH:11]=[CH:12][C:13]2[NH:19][C:18]3[CH:20]=[CH:21][C:22]([C:24]([F:27])([F:26])[F:25])=[CH:23][C:17]=3[C:16]([N:28]3[CH2:33][CH2:32][N:31]([CH3:34])[C@@H:30]([CH2:35][CH2:36][O:37][CH3:38])[CH2:29]3)=[N:15][C:14]=2[CH:39]=1 |f:0.1,3.4|. Procedure: Using a method similar to Example (S)-8-fluoro-2-trifluoromethyl-11-[3-(2-methoxy-ethyl)-4-methyl-piperazin-1-yl]-5H-dibenzo[b,e][1,4]diazepine succinate, using (S)-8-chloro-2-trifluoromethyl-11-[3-(2-methoxy-ethyl)-piperazin-1-yl]-5H-dibenzo[b,e][1,4]diazepine (0.051 g, 0.12 mmol) to give 0.054 g (100% yield) of the free base as a yellow oil which is converted to the succinate salt as described previously: Mass Spectrum (m/e): 454(M+1). Starting materials: [Br-], CC[Mg+], COCCCN1CCOc2ccc(COC3CN(S(=O)(=O)c4ccc(C)cc4)C(CC(=O)N(C)OC)CC3c3ccc(OC)cc3)cc21. Product: CCC(=O)CC1CC(c2ccc(OC)cc2)C(OCc2ccc3c(c2)N(CCCOC)CCO3)CN1S(=O)(=O)c1ccc(C)cc1. Reaction SMILES: [Br-:49].[CH2:50]([CH3:51])[Mg+:52].[CH3:1][O:2][N:3]([C:4]([CH2:5][CH:6]1[N:7]([S:37](=[O:38])(=[O:39])[c:40]2[cH:41][cH:42][c:43]([CH3:46])[cH:44][cH:45]2)[CH2:8][CH:9]([O:20][CH2:21][c:22]2[cH:23][cH:24][c:25]3[c:26]([cH:36]2)[N:27]([CH2:31][CH2:32][CH2:33][O:34][CH3:35])[CH2:28][CH2:29][O:30]3)[CH:10]([c:12]2[cH:13][cH:14][c:15]([O:18][CH3:19])[cH:16][cH:17]2)[CH2:11]1)=[O:47])[CH3:48]>>[C:4]([CH2:5][CH:6]1[N:7]([S:37](=[O:38])(=[O:39])[c:40]2[cH:41][cH:42][c:43]([CH3:46])[cH:44][cH:45]2)[CH2:8][CH:9]([O:20][CH2:21][c:22]2[cH:23][cH:24][c:25]3[c:26]([cH:36]2)[N:27]([CH2:31][CH2:32][CH2:33][O:34][CH3:35])[CH2:28][CH2:29][O:30]3)[CH:10]([c:12]2[cH:13][cH:14][c:15]([O:18][CH3:19])[cH:16][cH:17]2)[CH2:11]1)(=[O:47])[CH2:50][CH3:51].